Dataset: the Open Reaction Database (ORD), a public repository of structured organic reaction records. Task: describe an organic reaction: reactants, conditions, products, and yield Yields the product Cc1cn(-c2ccc(N)c(C)c2)c(C)n1. As a reaction SMILES: [CH3:18][CH2:19][OH:20].[CH3:1][c:2]1[cH:3][c:4](-[n:11]2[c:12]([CH3:17])[n:13][c:14]([CH3:16])[cH:15]2)[cH:5][cH:6][c:7]1[N+:8]([O-:9])=[O:10]>>[CH3:1][c:2]1[cH:3][c:4](-[n:11]2[c:12]([CH3:17])[n:13][c:14]([CH3:16])[cH:15]2)[cH:5][cH:6][c:7]1[NH2:8]. Starting materials: CCO, Cc1cn(-c2ccc([N+](=O)[O-])c(C)c2)c(C)n1. Reactants: C(C=C)C1=C2C(=NC=NC2=CC(=C1O)OC)NC1=CC=CC=C1 (5-allyl-7-methoxy-4-phenylamino-quinazolin-6-ol), C(=O)([O-])[O-].[K+].[K+] (K2CO3), CI (methyl iodide). Solvent: CC(=O)C (acetone). Conditions: temperature 90 celsius, time 4 hour. Yields the product C(C=C)C1=C2C(=NC=NC2=CC(=C1OC)OC)NC1=CC=CC=C1 ((5-allyl-6,7-dimethoxy-quinazolin-4-yl)-phenyl-amine). RXN SMILES: [CH2:1]([C:4]1[C:13]([OH:14])=[C:12]([O:15][CH3:16])[CH:11]=[C:10]2[C:5]=1[C:6]([NH:17][C:18]1[CH:23]=[CH:22][CH:21]=[CH:20][CH:19]=1)=[N:7][CH:8]=[N:9]2)[CH:2]=[CH2:3].[C:24]([O-])([O-])=O.[K+].[K+].CI>CC(C)=O>[CH2:1]([C:4]1[C:13]([O:14][CH3:24])=[C:12]([O:15][CH3:16])[CH:11]=[C:10]2[C:5]=1[C:6]([NH:17][C:18]1[CH:23]=[CH:22][CH:21]=[CH:20][CH:19]=1)=[N:7][CH:8]=[N:9]2)[CH:2]=[CH2:3] |f:1.2.3|. Procedure: To a solution of 5-allyl-7-methoxy-4-phenylamino-quinazolin-6-ol (0.16 g, 0.524 mmol) (from Example 15, Step D, supra) in acetone (30 mL) was added K2CO3 (0.36 g, 2.62 mmol) and methyl iodide (0.15 g, 1.05 mmol) (Aldrich). The reaction mixture was heated with stirring at 90° C. for 4 hours. The mixture was cooled to room temperature, filtered and the filtrate was concentrated. The residue was purified by chromatography using EtOAc/CH2Cl2/Et3N (1:5:0.05) as eluent to give the desired (5-allyl-6,7... The reactants are ClS(=O)(=O)C=1C=C(C(=O)O)C=CC1 (3-(chlorosulfonyl)benzoic acid), CN (methylamine), N (NH3). Yields the product CNS(=O)(=O)C=1C=C(C(=O)O)C=CC1 (3-(N-methylsulfamoyl)benzoic acid). As a reaction SMILES: Cl[S:2]([C:5]1[CH:6]=[C:7]([CH:11]=[CH:12][CH:13]=1)[C:8]([OH:10])=[O:9])(=[O:4])=[O:3].[CH3:14][NH2:15].N>>[CH3:14][NH:15][S:2]([C:5]1[CH:6]=[C:7]([CH:11]=[CH:12][CH:13]=1)[C:8]([OH:10])=[O:9])(=[O:4])=[O:3]. Procedure: The title compound was prepared according to the procedure of Example 50A using 3-(chlorosulfonyl)benzoic acid (Aldrich) and methylamine (Aldrich). 1H NMR (300 MHz, CD3OD) δ 2.54 (s, 3 H), 7.70 (t, J=7.8 Hz, 1 H), 8.02-8.07 (m, 1 H), 8.23-8.28 (m, 1 H), 8.45 (t, J=1.9 Hz, 1 H) ppm; MS (DCI/NH3) m/z 233 (M+NH4)+. The reactants are O=c1[nH]nc(Cl)c2cc(Br)ccc12, CCOC(C)=O, Cl, Cl, O=C(C=Cc1ccccc1)C=Cc1ccccc1, O=C(C=Cc1ccccc1)C=Cc1ccccc1, O=C(C=Cc1ccccc1)C=Cc1ccccc1, [Pd], [Pd], NCc1ccccc1-c1cccnc1. Yields the product O=c1[nH]nc(Cl)c2cc(NCc3ccccc3-c3cccnc3)ccc12. As a reaction SMILES: [Br:1][c:2]1[cH:3][c:4]2[c:5]([Cl:13])[n:6][nH:7][c:8](=[O:12])[c:9]2[cH:10][cH:11]1.[CH3:30][CH2:31][O:32][C:33]([CH3:34])=[O:35].[ClH:14].[ClH:15].[O:38]=[C:39]([CH:40]=[CH:41][c:42]1[cH:43][cH:44][cH:45][cH:46][cH:47]1)[CH:48]=[CH:49][c:50]1[cH:51][cH:52][cH:53][cH:54][cH:55]1.[O:56]=[C:57]([CH:58]=[CH:59][c:60]1[cH:61][cH:62][cH:63][cH:64][cH:65]1)[CH:66]=[CH:67][c:68]1[cH:69][cH:70][cH:71][cH:72][cH:73]1.[O:74]=[C:75]([CH:76]=[CH:77][c:78]1[cH:79][cH:80][cH:81][cH:82][cH:83]1)[CH:84]=[CH:85][c:86]1[cH:87][cH:88][cH:89][cH:90][cH:91]1.[Pd:36].[Pd:37].[n:16]1[cH:17][c:18](-[c:22]2[c:23]([CH2:24][NH2:25])[cH:26][cH:27][cH:28][cH:29]2)[cH:19][cH:20][cH:21]1>>[c:2]1([NH:25][CH2:24][c:23]2[c:22](-[c:18]3[cH:17][n:16][cH:21][cH:20][cH:19]3)[cH:29][cH:28][cH:27][cH:26]2)[cH:3][c:4]2[c:5]([Cl:13])[n:6][nH:7][c:8](=[O:12])[c:9]2[cH:10][cH:11]1.